This data is from the Open Reaction Database (ORD), a public repository of structured organic reaction records. The task is: describe an organic reaction: reactants, conditions, products, and yield The reactants are C([O-])([O-])=O.[K+].[K+] (potassium carbonate), [OH-].[Na+] (sodium hydroxide), C(C1=CC=CC=C1)OC1=CC=C(C(C(=O)O)=C1)O (5-benzyloxysalicylic acid), Cl (hydrochloric acid), S(=O)(=O)(OC)OC (Dimethyl sulphate). Solvent: C(C)O (ethanol), O (water). The product is C(C1=CC=CC=C1)OC=1C=CC(=C(C(=O)O)C1)OC (5-benzyloxy-2-methoxybenzoic acid). Yield: 58.2%. Reaction SMILES: [C:1](=O)([O-])[O-].[K+].[K+].[CH2:7]([O:14][C:15]1[CH:23]=[C:19]([C:20]([OH:22])=[O:21])[C:18]([OH:24])=[CH:17][CH:16]=1)[C:8]1[CH:13]=[CH:12][CH:11]=[CH:10][CH:9]=1.S(OC)(OC)(=O)=O.[OH-].[Na+].Cl>O.C(O)C>[CH2:7]([O:14][C:15]1[CH:16]=[CH:17][C:18]([O:24][CH3:1])=[C:19]([CH:23]=1)[C:20]([OH:22])=[O:21])[C:8]1[CH:9]=[CH:10][CH:11]=[CH:12][CH:13]=1 |f:0.1.2,5.6|. Procedure: Anhydrous potassium carbonate (60 g.) was added slowly with stirring to a refluxing mixture of 5-benzyloxysalicylic acid (13 g.; prepared as described by H. Bogeny and R. Krattner, Arch.Pharm; 1960, 293, 393) and anhydrous ethanol (250 ml.). Dimethyl sulphate (36 ml.) was then added, and the mixture stirred under reflux for 24 hours. The solid was filtered off, and the filtrate evaporated in vacuo to give more solid. The combined solids were suspended in water (250 ml.), and sodium hydroxide (20...